From a dataset of the Open Reaction Database (ORD), a public repository of structured organic reaction records. describe an organic reaction: reactants, conditions, products, and yield The reactants are O (water), CN1CCC(=CC1)B1OC(C(O1)(C)C)(C)C (1-methyl-4-(4,4,5,5-tetramethyl-1,3,2-dioxaborolan-2-yl)-1,2,3,6-tetrahydropyridine), BrC1=C(C=C(C=C1)C(F)(F)F)I (1-bromo-2-iodo-4-(trifluoromethyl)benzene), P(=O)([O-])([O-])[O-].[K+].[K+].[K+] (potassium phosphate). Reagents/catalysts: C=1C=CC(=CC1)[P](C=2C=CC=CC2)(C=3C=CC=CC3)[Pd]([P](C=4C=CC=CC4)(C=5C=CC=CC5)C=6C=CC=CC6)([P](C=7C=CC=CC7)(C=8C=CC=CC8)C=9C=CC=CC9)[P](C=1C=CC=CC1)(C=1C=CC=CC1)C=1C=CC=CC1 (Pd(Ph3P)4). The solvent is O1CCOCC1 (dioxane). Product: BrC1=C(C=C(C=C1)C(F)(F)F)C=1CCN(CC1)C (4-(2-bromo-5-(trifluoromethyl)phenyl)-1-methyl-1,2,3,6-tetrahydropyridine). Reaction SMILES: [CH3:1][N:2]1[CH2:7][CH:6]=[C:5](B2OC(C)(C)C(C)(C)O2)[CH2:4][CH2:3]1.[Br:17][C:18]1[CH:23]=[CH:22][C:21]([C:24]([F:27])([F:26])[F:25])=[CH:20][C:19]=1I.P([O-])([O-])([O-])=O.[K+].[K+].[K+].O>O1CCOCC1.C1C=CC([P]([Pd]([P](C2C=CC=CC=2)(C2C=CC=CC=2)C2C=CC=CC=2)([P](C2C=CC=CC=2)(C2C=CC=CC=2)C2C=CC=CC=2)[P](C2C=CC=CC=2)(C2C=CC=CC=2)C2C=CC=CC=2)(C2C=CC=CC=2)C2C=CC=CC=2)=CC=1>[Br:17][C:18]1[CH:19]=[CH:20][C:21]([C:24]([F:25])([F:26])[F:27])=[CH:22][C:23]=1[C:5]1[CH2:4][CH2:3][N:2]([CH3:1])[CH2:7][CH:6]=1 |f:2.3.4.5,^1:47,49,68,87|. Reported procedure: A solution of Pd(Ph3P)4 (0.986 g, 0.854 mmol), 1-methyl-4-(4,4,5,5-tetramethyl-1,3,2-dioxaborolan-2-yl)-1,2,3,6-tetrahydropyridine (2.000 g, 8.96 mmol), 1-bromo-2-iodo-4-(trifluoromethyl)benzene (1.377 ml, 8.54 mmol), and potassium phosphate (5.44 g, 25.6 mmol) in 20 mL dioxane 10 mL water was heated to 90° C. for one hour. LC/MS showed mostly product, so the reaction mixture was poured into water and extracted with DCM. The organics were dried over MgSO4 and concentrated. Purification of the cr...